Dataset: the Open Reaction Database (ORD), a public repository of structured organic reaction records. Task: describe an organic reaction: reactants, conditions, products, and yield The reactants are COC(CNC=1C=NC=CC1C1=C(C=CC=C1)F)=O ([4-(2-fluoro-phenyl)-pyridin-3-ylamino]-acetic acid methyl ester), FC(C=1C=C(C(=O)O)C=C(N1)C(F)(F)F)(F)F (2,6-bis(trifluoromethyl)isonicotinic acid). Product: FC1=C(C=CC=C1)C1=C(C=NC=C1)N(C(C1=CC(=NC(=C1)C(F)(F)F)C(F)(F)F)=O)CC(=O)OC (Methyl 2-(N-(4-(2-fluorophenyl)pyridin-3-yl)-2,6-bis(trifluoromethyl)isonicotinamido)acetate). RXN SMILES: [CH3:1][O:2][C:3](=[O:19])[CH2:4][NH:5][C:6]1[CH:7]=[N:8][CH:9]=[CH:10][C:11]=1[C:12]1[CH:17]=[CH:16][CH:15]=[CH:14][C:13]=1[F:18].[F:20][C:21]([F:36])([F:35])[C:22]1[CH:23]=[C:24]([CH:28]=[C:29]([C:31]([F:34])([F:33])[F:32])[N:30]=1)[C:25](O)=[O:26]>>[F:18][C:13]1[CH:14]=[CH:15][CH:16]=[CH:17][C:12]=1[C:11]1[CH:10]=[CH:9][N:8]=[CH:7][C:6]=1[N:5]([CH2:4][C:3]([O:2][CH3:1])=[O:19])[C:25](=[O:26])[C:24]1[CH:28]=[C:29]([C:31]([F:32])([F:33])[F:34])[N:30]=[C:22]([C:21]([F:36])([F:20])[F:35])[CH:23]=1. Reported procedure: The title compound was prepared in analogy to example 90, from [4-(2-fluoro-phenyl)-pyridin-3-ylamino]-acetic acid methyl ester and 2,6-bis(trifluoromethyl)isonicotinic acid (Key Organics Ltd.) after a reaction time of 72 hours. The compound was purified by silica gel chromatography using a MPLC system (CombiFlash Companion, Isco Inc.) eluting with a gradient of n-heptane:EtOAc (100:0 to 20:80). Light yellow solid (39%). MS (ESI): m/z=502.099 [M+H]+. The reactants are C1CCOC1, COc1cc2c(Cl)ncnc2cc1OCCCl, [H-], Nc1cccc(S)c1, [Na+]. Yields the product COc1cc2c(Sc3cccc(N)c3)ncnc2cc1OCCCl. Reaction SMILES: [CH2:28]1[O:29][CH2:30][CH2:31][CH2:32]1.[Cl:11][c:12]1[n:13][cH:14][n:15][c:16]2[cH:17][c:18]([O:24][CH2:25][CH2:26][Cl:27])[c:19]([O:22][CH3:23])[cH:20][c:21]12.[H-:9].[NH2:1][c:2]1[cH:3][c:4]([SH:8])[cH:5][cH:6][cH:7]1.[Na+:10]>>[NH2:1][c:2]1[cH:3][c:4]([S:8][c:12]2[n:13][cH:14][n:15][c:16]3[cH:17][c:18]([O:24][CH2:25][CH2:26][Cl:27])[c:19]([O:22][CH3:23])[cH:20][c:21]23)[cH:5][cH:6][cH:7]1. Starting materials: BrC1=CC(=C(N)C=C1)F (4-bromo-2-fluoroaniline), N(=C=O)C1=CC(=CC=C1)C (1-isocyanato-3-methylbenzene). Run in ClCCl (dichloromethane). Reaction conditions: time 18 hour. Product: BrC1=CC(=C(C=C1)NC(=O)NC1=CC(=CC=C1)C)F (N-(4-bromo-2-fluorophenyl)-N′-(3-methylphenyl)urea). Yield: 36.5%. As a reaction SMILES: [Br:1][C:2]1[CH:8]=[CH:7][C:5]([NH2:6])=[C:4]([F:9])[CH:3]=1.[N:10]([C:13]1[CH:18]=[CH:17][CH:16]=[C:15]([CH3:19])[CH:14]=1)=[C:11]=[O:12]>ClCCl>[Br:1][C:2]1[CH:8]=[CH:7][C:5]([NH:6][C:11]([NH:10][C:13]2[CH:18]=[CH:17][CH:16]=[C:15]([CH3:19])[CH:14]=2)=[O:12])=[C:4]([F:9])[CH:3]=1. Reported procedure: A 0° C. solution of 4-bromo-2-fluoroaniline (1 g, 5.26 mmol) in dichloromethane (10 mL) was treated dropwise with 1-isocyanato-3-methylbenzene (0.71 mL, 5.26 mmol), warmed to room temperature, stirred for 18 hours, and filtered. The filter cake was washed with dichloromethane and dried to provide 0.62 g of the desired product. MS (ESI(−)) m/e 321 (M−H)−. Starting materials: Pd(Ph3)4, C(C=C)C1=C(C=C(C=C1)I)[SiH](C)C (1-allyldimethylsilyl-4-iodobenzene), [Br-].C(C)OC(CC[Zn+])=O (3-ethoxy-3-oxopropylzinc bromide), C1CCOC1 (THF). Run at temperature 60 celsius, time 16 hour. Yields the product C(C=C)C1=CC(=C(C=C1)CCC(=O)OCC)[SiH](C)C (Ethyl 3-(4-Allyldimethylsilylphenyl)propanoate). The yield is 80.0%. RXN SMILES: C([C:4]1[CH:9]=[CH:8][C:7](I)=[CH:6][C:5]=1[SiH:11]([CH3:13])[CH3:12])C=C.[Br-].[CH2:15]([O:17][C:18](=[O:22])[CH2:19][CH2:20][Zn+])[CH3:16].[CH2:23]1[CH2:27]OC[CH2:24]1>>[CH2:27]([C:7]1[CH:8]=[CH:9][C:4]([CH2:20][CH2:19][C:18]([O:17][CH2:15][CH3:16])=[O:22])=[C:5]([SiH:11]([CH3:12])[CH3:13])[CH:6]=1)[CH:23]=[CH2:24] |f:1.2|. Procedure details: To a solution of 5 mol % Pd(Ph3)4 (288 mg, 0.25 mmol) and 1-allyldimethylsilyl-4-iodobenzene (1 Scheme 24, 1.5 g, 5 mmol) in dry THF (10 mL) was added 3-ethoxy-3-oxopropylzinc bromide (0.5 M solution in THF, 10 mL, 5 mmol). After degassing by bubbling with N2, the reaction mixture was sealed and stirred for 16 h at 60° C. The mixture was treated with saturated NH4Cl (10 mL) and extracted. The organic layer was dried over Na2SO4 and concentrated. The resulting crude product was purified by column... The reactants are ClCCl, O, COc1ccc(C2(C)COc3cc(OC)ccc3C2CCCCCO)cc1, Cc1ccc(S(=O)(=O)Cl)cc1, c1ccncc1. Product: COc1ccc(C2(C)COc3cc(OC)ccc3C2CCCCCOS(=O)(=O)c2ccc(C)cc2)cc1. As a reaction SMILES: [Cl:46][CH2:47][Cl:48].[OH2:39].[OH:1][CH2:2][CH2:3][CH2:4][CH2:5][CH2:6][CH:7]1[C:8]([CH3:19])([c:20]2[cH:21][cH:22][c:23]([O:26][CH3:27])[cH:24][cH:25]2)[CH2:9][O:10][c:11]2[cH:12][c:13]([O:17][CH3:18])[cH:14][cH:15][c:16]21.[c:28]1([CH3:38])[cH:29][cH:30][c:31]([S:34](=[O:35])(=[O:36])[Cl:37])[cH:32][cH:33]1.[cH:40]1[cH:41][cH:42][n:43][cH:44][cH:45]1>>[O:1]([CH2:2][CH2:3][CH2:4][CH2:5][CH2:6][CH:7]1[C:8]([CH3:19])([c:20]2[cH:21][cH:22][c:23]([O:26][CH3:27])[cH:24][cH:25]2)[CH2:9][O:10][c:11]2[cH:12][c:13]([O:17][CH3:18])[cH:14][cH:15][c:16]21)[S:34]([c:31]1[cH:30][cH:29][c:28]([CH3:38])[cH:33][cH:32]1)(=[O:35])=[O:36]. Starting materials: CCN(CC)CCn1c(CNC(=O)C(C)(C)C)nc2cc(C=CC(=O)OC)ccc21, C[O-], CO, Cl, Cl, NO, [Na+]. Yields the product CCN(CC)CCn1c(CNC(=O)C(C)(C)C)nc2cc(C=CC(=O)NO)ccc21. RXN SMILES: [CH3:1][O:2][C:3]([CH:4]=[CH:5][c:6]1[cH:7][c:8]2[c:9]([n:10]([CH2:21][CH2:22][N:23]([CH2:24][CH3:25])[CH2:26][CH3:27])[c:11]([CH2:13][NH:14][C:15]([C:16]([CH3:17])([CH3:18])[CH3:19])=[O:20])[n:12]2)[cH:28][cH:29]1)=[O:30].[CH3:34][O-:35].[CH3:38][OH:39].[ClH:31].[ClH:37].[NH2:32][OH:33].[Na+:36]>>[C:3]([CH:4]=[CH:5][c:6]1[cH:7][c:8]2[c:9]([n:10]([CH2:21][CH2:22][N:23]([CH2:24][CH3:25])[CH2:26][CH3:27])[c:11]([CH2:13][NH:14][C:15]([C:16]([CH3:17])([CH3:18])[CH3:19])=[O:20])[n:12]2)[cH:28][cH:29]1)(=[O:30])[NH:32][OH:33]. The reactants are C(C)(=O)OCC (ethyl acetate), CP(=O)(OCC1=CC=CC=C1)CC(=O)O ([methyl(phenylmethoxy)phosphinyl]acetic acid), [N+](=[N-])=C (diazomethane). The solvent is ethyl acetate-ether, CCOCC (ether). Run at time 3 hour. Yields the product CP(=O)(OCC1=CC=CC=C1)CC(=O)OC ([methyl(phenylmethoxy)phosphinyl]acetic acid, methyl ester). Isolated yield 87.0%. Reaction SMILES: [CH3:1][P:2]([CH2:12][C:13]([OH:15])=[O:14])([O:4][CH2:5][C:6]1[CH:11]=[CH:10][CH:9]=[CH:8][CH:7]=1)=[O:3].[N+](=[CH2:18])=[N-].C(OCC)(=O)C>CCOCC>[CH3:1][P:2]([CH2:12][C:13]([O:15][CH3:18])=[O:14])([O:4][CH2:5][C:6]1[CH:11]=[CH:10][CH:9]=[CH:8][CH:7]=1)=[O:3]. Reported procedure: A solution of [methyl(phenylmethoxy)phosphinyl]acetic acid in ethyl acetate-ether is treated with an excess of diazomethane in ether and stirred for three hours. The excess diazomethane is destroyed by the addition of acetic acid. The solution is washed with sodium bicarbonate and brine, dried over magnesium sulfate, and evaporated to give an 87% yield of [methyl(phenylmethoxy)phosphinyl]acetic acid, methyl ester as a clear oil (TLC Rf =0.18 (ethyl acetate)). Reactants: COC1=CC=C2C=C(C(=NC2=C1)C)C(=O)O (7-methoxy-2-methylquinoline-3-carboxylic acid), Br (HBr). The solvent is O (H2O). Product: OC1=CC=C2C=C(C(=NC2=C1)C)C(=O)O (7-hydroxy-2-methylquinoline-3-carboxylic acid). Reaction SMILES: C[O:2][C:3]1[CH:12]=[C:11]2[C:6]([CH:7]=[C:8]([C:14]([OH:16])=[O:15])[C:9]([CH3:13])=[N:10]2)=[CH:5][CH:4]=1.Br>O>[OH:2][C:3]1[CH:12]=[C:11]2[C:6]([CH:7]=[C:8]([C:14]([OH:16])=[O:15])[C:9]([CH3:13])=[N:10]2)=[CH:5][CH:4]=1. Reported procedure: Ethyl 7-hydroxy-2-methylquinoline-3-carboxylate (V), where R3 is —CH3, is obtained in two steps from commercially available or synthetically accessible 7-methoxy-2-methylquinoline-3-carboxylic acid. Demethylation of 7-methoxy-2-methylquinoline-3-carboxylic acid, employing methods previously described, for example, HBr in H2O, at temperatures ranging from 80° C. to about 100° C., preferably ° C. for a period of 0.5 h to 24 h, preferably about 2 h provides 7-hydroxy-2-methylquinoline-3-carboxylic ...